This data is from the Open Reaction Database (ORD), a public repository of structured organic reaction records. The task is: describe an organic reaction: reactants, conditions, products, and yield The reactants are C(C1=CC=CC=C1)O (benzyl alcohol), F[Sb-](F)(F)(F)(F)F.N1=CC=CC=C1 (pyridine hexafluoroantimonate). Run in C(C)#N (acetonitrile). Product: F[Sb-](F)(F)(F)(F)F.C(C1=CC=CC=C1)[N+]1=CC=CC=C1 (N-benzylpyridinium hexafluoroantimonate). The yield is 40.0%. Reaction SMILES: [CH2:1](O)[C:2]1[CH:7]=[CH:6][CH:5]=[CH:4][CH:3]=1.[F:9][Sb-:10]([F:15])([F:14])([F:13])([F:12])[F:11].[N:16]1[CH:21]=[CH:20][CH:19]=[CH:18][CH:17]=1>C(#N)C>[F:9][Sb-:10]([F:15])([F:14])([F:13])([F:12])[F:11].[CH2:1]([N+:16]1[CH:21]=[CH:20][CH:19]=[CH:18][CH:17]=1)[C:2]1[CH:7]=[CH:6][CH:5]=[CH:4][CH:3]=1 |f:1.2,4.5|. Reported procedure: 10.81 g (0.1 mol) of benzyl alcohol and 31.58 g (0.1 mol) of pyridine hexafluoroantimonate were dissolved in 80 g of acetonitrile and allowed to react at 80° C. for 8 hours. After the completion of the reaction, the mixture was concentrated, and the precipitated white solid was washed with ether and dried to give N-benzylpyridinium hexafluoroantimonate. Yield: 40%. Reactants: BrC(C(=O)OC)CC (methyl 2-bromobutyrate), [H-].[Na+] (sodium hydride), ClC=1C=C(C=CC1)[C@H]1CCC(N[C@@H]1C1=CC=C(C=C1)Cl)=O ((5R,6S)-5-(3-chlorophenyl)-6-(4-chlorophenyl)piperidin-2-one). The solvent is CC1OCCC1 (2-methyltetrahydrofuran), CC1OCCC1 (2-methyltetrahydrofuran). Run at temperature 50 celsius, time 1.25 hour. Yields the product ClC=1C=C(C=CC1)[C@@H]1[C@H](N(C(CC1)=O)[C@H](C(=O)OC)CC)C1=CC=C(C=C1)Cl ((S)-Methyl 2-((2S,3R)-3-(3-chlorophenyl)-2-(4-chlorophenyl)-6-oxopiperidin-1-yl)butanoate). As a reaction SMILES: [H-].[Na+].[Cl:3][C:4]1[CH:5]=[C:6]([C@@H:10]2[C@@H:15]([C:16]3[CH:21]=[CH:20][C:19]([Cl:22])=[CH:18][CH:17]=3)[NH:14][C:13](=[O:23])[CH2:12][CH2:11]2)[CH:7]=[CH:8][CH:9]=1.Br[CH:25]([CH2:30][CH3:31])[C:26]([O:28][CH3:29])=[O:27]>CC1CCCO1>[Cl:3][C:4]1[CH:5]=[C:6]([C@H:10]2[CH2:11][CH2:12][C:13](=[O:23])[N:14]([C@@H:25]([CH2:30][CH3:31])[C:26]([O:28][CH3:29])=[O:27])[C@@H:15]2[C:16]2[CH:17]=[CH:18][C:19]([Cl:22])=[CH:20][CH:21]=2)[CH:7]=[CH:8][CH:9]=1 |f:0.1|. Reported procedure: To a 50° C. solution of 33.8 g (60% in mineral oil, 845 mmol) of sodium hydride in 2-methyltetrahydrofuran (550 mL) was added a solution of 240 g (750 mmol) of (5R,6S)-5-(3-chlorophenyl)-6-(4-chlorophenyl)piperidin-2-one (Example 1, Step E) in 2-methyltetrahydrofuran (550 mL) over a period of 45 min. After an additional 1.25 h at 50° C., 105 mL (912 mmol) of methyl 2-bromobutyrate was added over a 20 min period. The resulting slurry was stirred at 50° C. for 3.5 h, and then was cooled to room te... The reactants are CN1CCC(=CC1)C1=CNC2=CC=C(C=C12)C=C1C(NC(N1)=O)=O (5-[3-(1-Methyl-1,2,3,6-tetrahydro-4-pyridyl)-1H-indol-5-ylmethylene]-2,4-imidazolidinedione), [H][H] (hydrogen). The reagents and catalysts are [Pd] (Pd/C). Run in O (water), C(C)O (ethanol). Product: O=C1NC(C(N1)CC=1C=C2C(=CNC2=CC1)C1CCN(CC1)C)=O ((±)-5-(2.5-Dioxo -4-imidazolidinylmethyl)-3-(1-methyl4-piperidyl) -1H-indole). Isolated yield 98.8%. As a reaction SMILES: [CH3:1][N:2]1[CH2:7][CH:6]=[C:5]([C:8]2[C:16]3[C:11](=[CH:12][CH:13]=[C:14]([CH:17]=[C:18]4[NH:22][C:21](=[O:23])[NH:20][C:19]4=[O:24])[CH:15]=3)[NH:10][CH:9]=2)[CH2:4][CH2:3]1.[H][H]>O.C(O)C.[Pd]>[O:23]=[C:21]1[NH:22][CH:18]([CH2:17][C:14]2[CH:15]=[C:16]3[C:11](=[CH:12][CH:13]=2)[NH:10][CH:9]=[C:8]3[CH:5]2[CH2:6][CH2:7][N:2]([CH3:1])[CH2:3][CH2:4]2)[C:19](=[O:24])[NH:20]1. Reported procedure: The product from step (c) (2.4 g) was suspended in a mixture of water (100 ml) and ethanol (200 ml) and 10% w/w Pd/C (0.25 g) added. The mixture was stirred under 1 atmos. pressure of hydrogen for 17 hours when uptake was complete. The mixture was filtered through Hyflo and the filtrate evaporated in vacuo to give the desired product as a colourless solid (2.4 g). Reactants: compound 3.04, Cl.N1=C(C=CC=C1)CCl (2-Picolylchloride hydrochloride), N1=CC(=CC=C1)CN(C(C)C1=NC2=CC=CC=C2C(N1C1=CC=C(C=C1)F)=O)C(CC1=CC=C(C=C1)C(F)(F)F)=O (2-((N-3-Picolyl)-N-(4-trifluoromethylphenylacetyl)-1-aminoethyl)-3-(4-fluorophenyl)-3H-quinazoline-4-one), CCOC=1C=CC(=CC1)N (p-Phenetidine). The product is Cl.N1=CC(=CC=C1)CN(C(C)C1=NC2=CC=CC=C2C(N1C1=CC=C(C=C1)F)=O)C(CC1=CC=C(C=C1)C(F)(F)F)=O (2-((N-3-Picolyl)-N-(4-trifluoromethylphenylacetyl)-1-aminoethyl)-3-(4-fluorophenyl)-3H-quinazoline-4-one hydrochloride). Reaction SMILES: [N:1]1[CH:6]=[CH:5][CH:4]=[C:3]([CH2:7][N:8]([C:29](=[O:41])[CH2:30][C:31]2[CH:36]=[CH:35][C:34]([C:37]([F:40])([F:39])[F:38])=[CH:33][CH:32]=2)[CH:9]([C:11]2[N:20]([C:21]3[CH:26]=[CH:25][C:24]([F:27])=[CH:23][CH:22]=3)[C:19](=[O:28])[C:18]3[C:13](=[CH:14][CH:15]=[CH:16][CH:17]=3)[N:12]=2)[CH3:10])[CH:2]=1.CCOC1C=CC(N)=CC=1.Cl.N1C=CC=CC=1C[Cl:60]>>[ClH:60].[N:1]1[CH:6]=[CH:5][CH:4]=[C:3]([CH2:7][N:8]([C:29](=[O:41])[CH2:30][C:31]2[CH:32]=[CH:33][C:34]([C:37]([F:40])([F:39])[F:38])=[CH:35][CH:36]=2)[CH:9]([C:11]2[N:20]([C:21]3[CH:26]=[CH:25][C:24]([F:27])=[CH:23][CH:22]=3)[C:19](=[O:28])[C:18]3[C:13](=[CH:14][CH:15]=[CH:16][CH:17]=3)[N:12]=2)[CH3:10])[CH:2]=1 |f:2.3,4.5|. Procedure: The synthesis of compound 3.04 followed the method described for compound 3.02. p-Phenetidine was used in place of 4-fluoroaniline in step 1 of the synthetic sequence. 2-Picolylchloride hydrochloride was used in place of 3-picolylchloride hydrochloride in step 3 of the synthetic sequence. Characterization of the products follows. Starting materials: FC1=C(C=CC(=C1)B1OC(C(O1)(C)C)(C)C)C=1N=CC(=NC1)N (5-(2-fluoro-4-(4,4,5,5-tetramethyl-1,3,2-dioxaborolan-2-yl)phenyl)-pyrazin-2-amine), BrC1=C(C=CC=C1)S(=O)(=O)N1CCC(CC1)NC(C)=O (N-(1-((2-bromophenyl)sulfonyl)piperidin-4-yl)acetamide). The product is NC=1N=CC(=NC1)C1=C(C=C(C=C1)C1=C(C=CC=C1)S(=O)(=O)N1CCC(CC1)NC(C)=O)F (N-(1-{[4′-(5-Aminopyrazin-2-yl)-3′-fluorobiphenyl-2-yl]sulfonyl}piperidin-4-yl)acetamide). As a reaction SMILES: [F:1][C:2]1[CH:7]=[C:6](B2OC(C)(C)C(C)(C)O2)[CH:5]=[CH:4][C:3]=1[C:17]1[N:18]=[CH:19][C:20]([NH2:23])=[N:21][CH:22]=1.Br[C:25]1[CH:30]=[CH:29][CH:28]=[CH:27][C:26]=1[S:31]([N:34]1[CH2:39][CH2:38][CH:37]([NH:40][C:41](=[O:43])[CH3:42])[CH2:36][CH2:35]1)(=[O:33])=[O:32]>>[NH2:23][C:20]1[N:21]=[CH:22][C:17]([C:3]2[CH:4]=[CH:5][C:6]([C:25]3[CH:30]=[CH:29][CH:28]=[CH:27][C:26]=3[S:31]([N:34]3[CH2:35][CH2:36][CH:37]([NH:40][C:41](=[O:43])[CH3:42])[CH2:38][CH2:39]3)(=[O:32])=[O:33])=[CH:7][C:2]=2[F:1])=[N:18][CH:19]=1. Procedure: The title compound was prepared in a manner similar to that described in Example 448 using 5-(2-fluoro-4-(4,4,5,5-tetramethyl-1,3,2-dioxaborolan-2-yl)phenyl)-pyrazin-2-amine and N-(1-((2-bromophenyl)sulfonyl)piperidin-4-yl)acetamide. MS (ESI): mass calcd. for C23H24FN5O3S, 469.16; m/z found, 470.1 [M+H]+. 1H NMR (400 MHz, DMSO-d6) δ 8.41-8.38 (m, 1H), 8.08 (d, J=1.4, 1H), 8.01-7.97 (m, 1H), 7.90 (m, 1H), 7.80 (d, J=7.6, 1H), 7.77-7.72 (m, 1H), 7.68-7.63 (m, 1H), 7.46-7.42 (m, 1H), 7.33-7.24 (m, ... Starting materials: C(C1=CC=CC=C1)OC1=CC=C2C(=C(C=NC2=C1)[N+](=O)[O-])NCCOC1=CC=CC=C1 ((7-Benzyloxy-3-nitroquinolin-4-yl)-(2-phenoxyethyl)amine). Reagents/catalysts: [Pt] (platinum on carbon). Run in C1(=CC=CC=C1)C (toluene), C1(=CC=CC=C1)C (toluene). Conditions: time 2 hour. Product: C(C1=CC=CC=C1)OC1=CC=C2C(=C(C=NC2=C1)N)NCCOC1=CC=CC=C1 (7-benzyloxy-N4-(2-phenoxyethyl)quinoline-3,4-diamine). Isolated yield 104.6%. RXN SMILES: [CH2:1]([O:8][C:9]1[CH:18]=[C:17]2[C:12]([C:13]([NH:22][CH2:23][CH2:24][O:25][C:26]3[CH:31]=[CH:30][CH:29]=[CH:28][CH:27]=3)=[C:14]([N+:19]([O-])=O)[CH:15]=[N:16]2)=[CH:11][CH:10]=1)[C:2]1[CH:7]=[CH:6][CH:5]=[CH:4][CH:3]=1>C1(C)C=CC=CC=1.[Pt]>[CH2:1]([O:8][C:9]1[CH:18]=[C:17]2[C:12]([C:13]([NH:22][CH2:23][CH2:24][O:25][C:26]3[CH:31]=[CH:30][CH:29]=[CH:28][CH:27]=3)=[C:14]([NH2:19])[CH:15]=[N:16]2)=[CH:11][CH:10]=1)[C:2]1[CH:3]=[CH:4][CH:5]=[CH:6][CH:7]=1. Reported procedure: (7-Benzyloxy-3-nitroquinolin-4-yl)-(2-phenoxyethyl)amine (14.24 g, 34.28 mmol) was dissolved in toluene (900 mL) with heating and added to a Parr vessel charged with 5% platinum on carbon (6.7 g, 34.28 mmol) and toluene (100 mL). The vessel was placed under hydrogen pressure (35 psi, 2.4×105 Pa) and shaken for two hours. The catalyst was removed by filtration and washed with hexanes and dichloromethane. The filtrate was concentrated under reduced pressure, and the residue was recrystallized from... Starting materials: C(C)OC(=O)C=1N=CC=2NC3=CC=C(C=C3C2C1)C#CCO (6-(3-hydroxy-1-propinyl)-beta-carboline-3-carboxylic-acid-ethylester), CC(=O)C (acetone). The reagents and catalysts are [O-2].[O-2].[Mn+4] (manganese dioxide), [O-2].[O-2].[Mn+4] (manganese dioxide), [O-2].[O-2].[Mn+4] (manganese dioxide). Run in C(Cl)(Cl)Cl (chloroform). Run at time 4 hour. Yields the product C(C)OC(=O)C=1N=CC=2NC3=CC=C(C=C3C2C1)C#CC=O (6-(3-oxo-1-propinyl)-beta-carboline-3-carboxylic-acid-ethylester). The yield is 50.3%. As a reaction SMILES: [CH2:1]([O:3][C:4]([C:6]1[N:7]=[CH:8][C:9]2[NH:10][C:11]3[C:16]([C:17]=2[CH:18]=1)=[CH:15][C:14]([C:19]#[C:20][CH2:21][OH:22])=[CH:13][CH:12]=3)=[O:5])[CH3:2].CC(C)=O>C(Cl)(Cl)Cl.[O-2].[O-2].[Mn+4]>[CH2:1]([O:3][C:4]([C:6]1[N:7]=[CH:8][C:9]2[NH:10][C:11]3[C:16]([C:17]=2[CH:18]=1)=[CH:15][C:14]([C:19]#[C:20][CH:21]=[O:22])=[CH:13][CH:12]=3)=[O:5])[CH3:2] |f:3.4.5|. Reported procedure: 300 mg of 6-(3-hydroxy-1-propinyl)-beta-carboline-3-carboxylic-acid-ethylester is suspended in 25 ml of chloroform and 25 ml of acetone and mixed with 1.4 g of manganese dioxide. After stirring for 4 h, manganese dioxide is added again in an amount of 0.4 g. After standing overnight, 0.4 g of manganese dioxide is added again and the mixture is stirred for 8 h. Then it is filtered and the manganese dioxide is extracted in an Soxhlet extractor under acetone. After consolidating the filtrates, 150 ... Reactants: O=C(O)C1CCN(C(=O)OCc2ccccc2)CC1, O=C(Cl)C(=O)Cl, ClCCl. Yields the product O=C(Cl)C1CCN(C(=O)OCc2ccccc2)CC1. RXN SMILES: [CH2:1]([c:2]1[cH:3][cH:4][cH:5][cH:6][cH:7]1)[O:8][C:9](=[O:10])[N:11]1[CH2:12][CH2:13][CH:14]([C:17](=[O:18])[OH:19])[CH2:15][CH2:16]1.[Cl:20][C:21]([C:22]([Cl:23])=[O:24])=[O:25].[Cl:26][CH2:27][Cl:28]>>[CH2:1]([c:2]1[cH:3][cH:4][cH:5][cH:6][cH:7]1)[O:8][C:9](=[O:10])[N:11]1[CH2:12][CH2:13][CH:14]([C:17](=[O:19])[Cl:20])[CH2:15][CH2:16]1. Product: C(C1=CC=CC=C1)OC(=O)N1C[C@@H](C[C@H](C1)C)NC(=O)OC(C)(C)C ((3R,5R)-3-tert-butoxycarbonylamino-5-methyl-piperidine-1-carboxylic acid benzyl ester). Procedure: ((3R,5R)-5-Methyl-piperidin-3-yl)-carbamic acid tert-butyl ester (2.9 g, 13.53 mmol) was dissolved in 70 mL of a 1:1 mixture of dioxane and H2O and NaHCO3 (4.55 g, 54.13 mmol) was added. To the resulting suspension benzyl chloroformate (2.2 mL, 14.2 mmol) was added slowly. After 2 hours the reaction mixture was extracted with EtOAc. The combined organic layers were washed with saturated aqueous NaHCO3, dried (Na2SO4), filtered, and evaporated. The remaining oil was purified by SiO2 chromatograph... Reaction SMILES: [C:1]([O:5][C:6](=[O:15])[NH:7][C@@H:8]1[CH2:13][C@@H:12]([CH3:14])[CH2:11][NH:10][CH2:9]1)([CH3:4])([CH3:3])[CH3:2].C([O-])(O)=O.[Na+].Cl[C:22]([O:24][CH2:25][C:26]1[CH:31]=[CH:30][CH:29]=[CH:28][CH:27]=1)=[O:23]>O1CCOCC1.O>[CH2:25]([O:24][C:22]([N:10]1[CH2:11][C@H:12]([CH3:14])[CH2:13][C@@H:8]([NH:7][C:6]([O:5][C:1]([CH3:4])([CH3:2])[CH3:3])=[O:15])[CH2:9]1)=[O:23])[C:26]1[CH:31]=[CH:30][CH:29]=[CH:28][CH:27]=1 |f:1.2|. Starting materials: C(C)(C)(C)OC(N[C@H]1CNC[C@@H](C1)C)=O (((3R,5R)-5-Methyl-piperidin-3-yl)-carbamic acid tert-butyl ester), C(=O)(O)[O-].[Na+] (NaHCO3), ClC(=O)OCC1=CC=CC=C1 (benzyl chloroformate). Solvent: O1CCOCC1 (dioxane), O (H2O). Isolated yield 76.4%.